From a dataset of the Open Reaction Database (ORD), a public repository of structured organic reaction records. describe an organic reaction: reactants, conditions, products, and yield The reactants are NC1C(CN(CC1)C(=O)OC)C (methyl 4-amino-3-methyl-1-piperidinecarboxylate), 138.6, C(=S)=S (carbon disulfide), N,N'-methanetetraylbis[cyclohexanamine]. Run in O1CCCC1 (tetrahydrofuran). The product is 141.1, N(=C=S)[C@@H]1[C@@H](CN(CC1)C(=O)OC)C (methyl cis-4-isothiocyanato-3-methyl-1-piperidinecarboxylate). The yield is 100.0%. Reaction SMILES: [C:1](=[S:3])=S.[NH2:4][CH:5]1[CH2:10][CH2:9][N:8]([C:11]([O:13][CH3:14])=[O:12])[CH2:7][CH:6]1[CH3:15]>O1CCCC1>[N:4]([C@H:5]1[CH2:10][CH2:9][N:8]([C:11]([O:13][CH3:14])=[O:12])[CH2:7][C@H:6]1[CH3:15])=[C:1]=[S:3]. Procedure details: To a stirred and cooled (-10° C.) mixture of 138.6 parts of carbon disulfide, 113.8 parts of N,N'-methanetetraylbis[cyclohexanamine] and 450 parts of tetrahydrofuran were added dropwise 106 parts of methyl 4-amino-3-methyl-1-piperidinecarboxylate at this low temperature. The reaction mixture was allowed to attain room temperature. After stirring for 1 hour at room temperature, the mixture was evaporated and the residue was stirred in 2,2'-oxybispropane. The precipitate was filtered off and the f... Starting materials: CCCCCOC(=O)c1cc(Br)nn1-c1ncccc1Cl, CC(C)(C)[O-], CS(C)=O, Cl, [K+], CC(NC(=O)c1cc(Cl)ccc1N)C1CC1. The product is CC(NC(=O)c1cc(Cl)ccc1NC(=O)c1cc(Br)nn1-c1ncccc1Cl)C1CC1. Reaction SMILES: [Br:23][c:24]1[n:25][n:26](-[c:37]2[n:38][cH:39][cH:40][cH:41][c:42]2[Cl:43])[c:27]([C:29](=[O:30])[O:31][CH2:32][CH2:33][CH2:34][CH2:35][CH3:36])[cH:28]1.[CH3:1][C:2]([CH3:3])([O-:4])[CH3:5].[CH3:45][S:46](=[O:47])[CH3:48].[ClH:44].[K+:6].[NH2:7][c:8]1[c:9]([C:10](=[O:11])[NH:12][CH:13]([CH3:14])[CH:15]2[CH2:16][CH2:17]2)[cH:18][c:19]([Cl:22])[cH:20][cH:21]1>>[NH:7]([c:8]1[c:9]([C:10](=[O:11])[NH:12][CH:13]([CH3:14])[CH:15]2[CH2:16][CH2:17]2)[cH:18][c:19]([Cl:22])[cH:20][cH:21]1)[C:29]([c:27]1[n:26](-[c:37]2[n:38][cH:39][cH:40][cH:41][c:42]2[Cl:43])[n:25][c:24]([Br:23])[cH:28]1)=[O:30]. The reactants are N[C@H](CO)C ((S)-2-aminopropan-1-ol), Cl.N[C@H](CO)C1=CC(=C(C=C1)Cl)F ((S)-2-Amino-2-(4-chloro-3-fluoro-phenyl)ethanol hydrochloride), F[C@@H]1COCC[C@@H]1N ((3S,4S)-3-fluorotetrahydro-2H-pyran-4-amine), Cl.FC=1C=C(C=CC1OC)[C@H](N)C=1C=NN(C1)C ((S)-(3-Fluoro-4-methoxyphenyl)(1-methyl-1H-pyrazol-4-yl)methanamine hydrochloride). Product: ClC1=C(C=C(C=C1)[C@@H](CO)NC(=O)C=1C=C2C=C(N=CC2=CC1)N[C@@H]1[C@@H](COCC1)F)F (3-((3S,4S)-3-Fluoro-tetrahydro-pyran-4-ylamino)-isoquinoline-6-carboxylic acid [(S)-1-(4-chloro-3-fluoro-phenyl)-2-hydroxy-ethyl]-amide). Reaction SMILES: N[C@@H:2]([CH3:5])[CH2:3][OH:4].[F:6][C@H:7]1[C@@H:12]([NH2:13])[CH2:11][CH2:10][O:9][CH2:8]1.Cl.FC1C=[C:18]([C@@H:24]([C:26]2C=N[N:29]([CH3:31])[CH:30]=2)N)[CH:19]=[CH:20]C=1OC.Cl.[NH2:33][C@@H:34]([C:37]1[CH:42]=[CH:41][C:40]([Cl:43])=[C:39]([F:44])[CH:38]=1)[CH2:35][OH:36]>>[Cl:43][C:40]1[CH:41]=[CH:42][C:37]([C@H:34]([NH:33][C:3]([C:2]2[CH:5]=[C:24]3[C:18](=[CH:19][CH:20]=2)[CH:31]=[N:29][C:30]([NH:13][C@H:12]2[CH2:11][CH2:10][O:9][CH2:8][C@H:7]2[F:6])=[CH:26]3)=[O:4])[CH2:35][OH:36])=[CH:38][C:39]=1[F:44] |f:2.3,4.5|. Procedure: 3-((3S,4S)-3-Fluoro-tetrahydro-pyran-4-ylamino)-isoquinoline-6-carboxylic acid [(S)-1-(4-chloro-3-fluoro-phenyl)-2-hydroxy-ethyl]-amide (II-54) was prepared analogously except in step 2, (S)-2-aminopropan-1-ol was replaced with (3S,4S)-3-fluorotetrahydro-2H-pyran-4-amine (71c) and in step 5, 50c was replaced with (S)-2-amino-2-(4-chloro-3-fluoro-phenyl)ethanol hydrochloride (62e). 1H NMR (500 MHz, MeOH-d4): δ 8.90 (s, 1H), 8.09 (s, 1H), 7.92-7.88 (m, 1H), 7.61-7.59 (m, 1H), 7.47-7.45 (m, 1H), 7.... Starting materials: OC1=NC=C(C(=O)Cl)C=C1 (6-hydroxy-nicotinoyl chloride), Cl.CNOC (N,O-dimethylhydroxylamine hydrochloride), C(C)O (ethanol), N1=CC=CC=C1 (pyridine). The solvent is [Cl-].[Na+].O (brine). Reaction conditions: temperature 0 celsius, time 16 hour. Product: OC1=NC=C(C(=O)N(C)OC)C=C1 (6-Hydroxy-N-methoxy-N-methyl-nicotinamide). Isolated yield 66.5%. As a reaction SMILES: [OH:1][C:2]1[CH:10]=[CH:9][C:5]([C:6](Cl)=[O:7])=[CH:4][N:3]=1.Cl.[CH3:12][NH:13][O:14][CH3:15].C(O)C.N1C=CC=CC=1>[Cl-].[Na+].O>[OH:1][C:2]1[CH:10]=[CH:9][C:5]([C:6]([N:13]([O:14][CH3:15])[CH3:12])=[O:7])=[CH:4][N:3]=1 |f:1.2,5.6.7|. Procedure: Add 6-hydroxy-nicotinoyl chloride (11.2 g, 71 mmol) and N,O-dimethylhydroxylamine hydrochloride (7.76 g, 79.5 mmol) to ethanol-free chloroform (100 mL, wash chloroform with water, dry over MgSO4, then filter through neutral alumina to obtain ethanol-free chloroform). Cool the mixture to 0° C. under a nitrogen atmosphere. Add pyridine (12.6 mL, 155.8 mmol), warm reaction up to room temperature and stir for 16 h under a nitrogen atmosphere. Wash reaction with water (2×75 mL) followed by brine (75 ... Reactants: [Si](C)(C)(C(C)(C)C)OCCNCCN[C@@H]1CC[C@H](CC1)CC(=O)N[C@@H]1B(OC2=C(C1)C=CC=C2C(=O)O)O ((R)-3-(2-(trans-4-(2-(2-(tert-butyldimethylsilyloxy)ethylamino)ethylamino)cyclohexyl)acetamido)-2-hydroxy-3,4-dihydro-2H-benzo[e][1,2]oxaborinine-8-carboxylic acid), C(=O)(C(F)(F)F)O (TFA). The solvent is O (H2O). Conditions: time 2 hour. The product is OB1OC2=C(C[C@@H]1NC(C[C@@H]1CC[C@H](CC1)NCCNCCO)=O)C=CC=C2C(=O)O ((R)-2-hydroxy-3-(2-(trans-4-(2-(2-hydroxyethylamino)ethylamino)cyclohexyl)acetamido)-3,4-dihydro-2H-benzo[e][1,2]oxaborinine-8-carboxylic acid). RXN SMILES: [Si]([O:8][CH2:9][CH2:10][NH:11][CH2:12][CH2:13][NH:14][C@H:15]1[CH2:20][CH2:19][C@H:18]([CH2:21][C:22]([NH:24][C@H:25]2[CH2:30][C:29]3[CH:31]=[CH:32][CH:33]=[C:34]([C:35]([OH:37])=[O:36])[C:28]=3[O:27][B:26]2[OH:38])=[O:23])[CH2:17][CH2:16]1)(C(C)(C)C)(C)C.C(O)(C(F)(F)F)=O>O>[OH:38][B:26]1[C@@H:25]([NH:24][C:22](=[O:23])[CH2:21][C@H:18]2[CH2:19][CH2:20][C@H:15]([NH:14][CH2:13][CH2:12][NH:11][CH2:10][CH2:9][OH:8])[CH2:16][CH2:17]2)[CH2:30][C:29]2[CH:31]=[CH:32][CH:33]=[C:34]([C:35]([OH:37])=[O:36])[C:28]=2[O:27]1. Procedure details: To the compound from step 1 was added a mixture of TFA (2 mL) and H2O (0.2 mL). The resultant reaction mixture was stirred at RT for 2 hr. The solvents were then removed in vacuo and the residue purified by reverse phase preparative HPLC and dried using lyophilization. ESI-MS m/z 434 (MH)+. The reactants are C1CCOC1, C[N-]OC, COC(=O)c1cc2cncnc2s1. The product is CON(C)C(=O)c1cc2cncnc2s1. RXN SMILES: [CH2:18]1[O:19][CH2:20][CH2:21][CH2:22]1.[CH3:14][O:15][N-:16][CH3:17].[n:1]1[cH:2][n:3][cH:4][c:5]2[c:6]1[s:7][c:8]([C:10]([O:12][CH3:11])=[O:13])[cH:9]2>>[n:1]1[cH:2][n:3][cH:4][c:5]2[c:6]1[s:7][c:8]([C:10](=[O:12])[N:16]([O:15][CH3:14])[CH3:17])[cH:9]2.